This data is from the Open Reaction Database (ORD), a public repository of structured organic reaction records. The task is: describe an organic reaction: reactants, conditions, products, and yield The reactants are C(C)(C)(C)OC(=O)N1C=NC(=C1)CCCI (3-(1-t-butyloxycarbonylimidazol-4-yl)-1-iodopropane), C1(=CC=CC=C1)OC (anisole). Solvent: FC(C(=O)O)(F)F (trifluoroacetic acid). Yields the product N1C=NC(=C1)CCCI (3-(1H-Imidazol-4-yl)-1-iodopropane). RXN SMILES: C(OC([N:8]1[CH:12]=[C:11]([CH2:13][CH2:14][CH2:15][I:16])[N:10]=[CH:9]1)=O)(C)(C)C.C1(OC)C=CC=CC=1>FC(F)(F)C(O)=O>[NH:8]1[CH:12]=[C:11]([CH2:13][CH2:14][CH2:15][I:16])[N:10]=[CH:9]1. Procedure: A solution of 5 g (14.2 mmol) of 3-(1-t-butyloxycarbonylimidazol-4-yl)-1-iodopropane (prepared as described in Example 6, part C) is stirred in a mixture of 5 ml of trifluoroacetic acid, 5 ml of CH2CH2 and 1 ml of anisole at 0° C. under nitrogen for 6 hours, then concentrated in vacuo and partitioned between CHCl3 and 15% aq Na2CO3. Evaporation of the organic extracts affords the title A compound.